From a dataset of the Open Reaction Database (ORD), a public repository of structured organic reaction records. describe an organic reaction: reactants, conditions, products, and yield The reactants are C1CCOC1, Cn1ccc2cccnc21, CC(C)OB1OC(C)(C)C(C)(C)O1, ClCCl. Product: Cn1c(B2OC(C)(C)C(C)(C)O2)cc2cccnc21. As a reaction SMILES: [CH2:11]1[O:12][CH2:13][CH2:14][CH2:15]1.[CH3:1][n:2]1[cH:3][cH:4][c:5]2[c:6]1[n:7][cH:8][cH:9][cH:10]2.[CH:16]([O:17][B:20]1[O:21][C:22]([CH3:27])([CH3:28])[C:23]([CH3:25])([CH3:26])[O:24]1)([CH3:18])[CH3:19].[Cl:29][CH2:30][Cl:31]>>[CH3:1][n:2]1[c:3]([B:20]2[O:21][C:22]([CH3:27])([CH3:28])[C:23]([CH3:25])([CH3:26])[O:24]2)[cH:4][c:5]2[c:6]1[n:7][cH:8][cH:9][cH:10]2. Starting materials: CC(C)(C)OC(=O)N1CCC(c2ccccc2COS(C)(=O)=O)CC1, CC#N, Oc1c(F)cc(F)cc1F, [K+], [K+], O=C([O-])[O-]. Product: CC(C)(C)OC(=O)N1CCC(c2ccccc2COc2c(F)cc(F)cc2F)CC1. As a reaction SMILES: [C:1]([CH3:2])([CH3:3])([CH3:4])[O:5][C:6](=[O:7])[N:8]1[CH2:9][CH2:10][CH:11]([c:14]2[c:15]([CH2:20][O:21][S:22]([CH3:23])(=[O:24])=[O:25])[cH:16][cH:17][cH:18][cH:19]2)[CH2:12][CH2:13]1.[CH3:42][C:43]#[N:44].[F:32][c:33]1[c:34]([OH:41])[c:35]([F:40])[cH:36][c:37]([F:39])[cH:38]1.[K+:26].[K+:27].[O-:28][C:29]([O-:30])=[O:31]>>[C:1]([CH3:2])([CH3:3])([CH3:4])[O:5][C:6](=[O:7])[N:8]1[CH2:9][CH2:10][CH:11]([c:14]2[c:15]([CH2:20][O:21][c:34]3[c:33]([F:32])[cH:38][c:37]([F:39])[cH:36][c:35]3[F:40])[cH:16][cH:17][cH:18][cH:19]2)[CH2:12][CH2:13]1. Reactants: Cl.NCC(C(=O)OC)C (methyl 3-amino-2-methyl-propanoate hydrochloride salt), NCC1(CC1)C(=O)O (1-(aminomethyl)cyclopropanecarboxylic acid). The product is Cl.NCC1(CC1)C(=O)OC (methyl 1-(aminomethyl)cyclopropanecarboxylate hydrochloride salt). As a reaction SMILES: [ClH:1].[NH2:2][CH2:3][CH:4]([CH3:9])[C:5]([O:7][CH3:8])=[O:6].N[CH2:11]C1(C(O)=O)CC1>>[ClH:1].[NH2:2][CH2:3][C:4]1([C:5]([O:7][CH3:8])=[O:6])[CH2:11][CH2:9]1 |f:0.1,3.4|. Procedure: The title compound was prepared in analogy to Compound W in Example 20 by using 1-(aminomethyl)cyclopropanecarboxylic acid (CAS number: 139132-50-6, J&K; for its synthesis, please refer to: Mertin A., et al. Synlett, 1991, 2, 87-9) instead of DL-3-aminoisobutyric acid. As a reaction SMILES: [CH3:115][c:116]1[cH:117][cH:118][cH:119][cH:120][cH:121]1.[CH3:35][C:36]#[N:37].[I:1][c:2]1[cH:3][cH:4][c:5]2[n:6]([cH:7]1)[cH:8][c:9]([C:11](=[O:12])[NH:13][c:14]1[cH:15][cH:16][cH:17][cH:18][cH:19]1)[n:10]2.[Na+:29].[Na+:30].[O-:31][C:32](=[O:33])[O-:34].[OH:20][B:21]([OH:22])[c:23]1[cH:24][cH:25][cH:26][cH:27][cH:28]1.[cH:38]1[cH:39][cH:40][c:41]([P:42]([Pd:43]([P:44]([c:45]2[cH:46][cH:47][cH:48][cH:49][cH:50]2)([c:51]2[cH:52][cH:53][cH:54][cH:55][cH:56]2)[c:57]2[cH:58][cH:59][cH:60][cH:61][cH:62]2)([P:63]([c:64]2[cH:65][cH:66][cH:67][cH:68][cH:69]2)([c:70]2[cH:71][cH:72][cH:73][cH:74][cH:75]2)[c:76]2[cH:77][cH:78][cH:79][cH:80][cH:81]2)[P:82]([c:83]2[cH:84][cH:85][cH:86][cH:87][cH:88]2)([c:89]2[cH:90][cH:91][cH:92][cH:93][cH:94]2)[c:95]2[cH:96][cH:97][cH:98][cH:99][cH:100]2)([c:101]2[cH:102][cH:103][cH:104][cH:105][cH:106]2)[c:107]2[cH:108][cH:109][cH:110][cH:111][cH:112]2)[cH:113][cH:114]1>>[c:2]1(-[c:23]2[cH:24][cH:25][cH:26][cH:27][cH:28]2)[cH:3][cH:4][c:5]2[n:6]([cH:7]1)[cH:8][c:9]([C:11](=[O:12])[NH:13][c:14]1[cH:15][cH:16][cH:17][cH:18][cH:19]1)[n:10]2. The reactants are Cc1ccccc1, CC#N, O=C(Nc1ccccc1)c1cn2cc(I)ccc2n1, [Na+], [Na+], O=C([O-])[O-], OB(O)c1ccccc1, c1ccc(P(c2ccccc2)(c2ccccc2)[Pd](P(c2ccccc2)(c2ccccc2)c2ccccc2)(P(c2ccccc2)(c2ccccc2)c2ccccc2)P(c2ccccc2)(c2ccccc2)c2ccccc2)cc1. Product: O=C(Nc1ccccc1)c1cn2cc(-c3ccccc3)ccc2n1. Reactants: ClC1=CC=C(C=C1)[C@@H](CN(C(OC(C)(C)C)=O)C(C)C)C(=O)N1CCN(CC1)C1=C2C(=NC=C1C1=CC=C(C=C1)F)NC=C2 ((S)-tert-Butyl 2-(4-chlorophenyl)-3-(4-(5-(4-fluorophenyl)-1H-pyrrolo[2,3-b]pyridin-4-yl)piperazin-1-yl)-3-oxopropyl(isopropyl)carbamate). The solvent is C(=O)(C(F)(F)F)O (TFA). Yields the product ClC1=CC=C(C=C1)[C@H](C(=O)N1CCN(CC1)C1=C2C(=NC=C1C1=CC=C(C=C1)F)NC=C2)CNC(C)C ((S)-2-(4-chlorophenyl)-1-(4-(5-(4-fluorophenyl)-1H-pyrrolo[2,3-b]pyridin-4-yl)piperazin-1-yl)-3-(isopropylamino)propan-1-one). Yield: 92.1%. As a reaction SMILES: [Cl:1][C:2]1[CH:7]=[CH:6][C:5]([C@H:8]([C:21]([N:23]2[CH2:28][CH2:27][N:26]([C:29]3[C:34]([C:35]4[CH:40]=[CH:39][C:38]([F:41])=[CH:37][CH:36]=4)=[CH:33][N:32]=[C:31]4[NH:42][CH:43]=[CH:44][C:30]=34)[CH2:25][CH2:24]2)=[O:22])[CH2:9][N:10]([CH:18]([CH3:20])[CH3:19])C(=O)OC(C)(C)C)=[CH:4][CH:3]=1>C(O)(C(F)(F)F)=O>[Cl:1][C:2]1[CH:7]=[CH:6][C:5]([C@@H:8]([CH2:9][NH:10][CH:18]([CH3:20])[CH3:19])[C:21]([N:23]2[CH2:24][CH2:25][N:26]([C:29]3[C:34]([C:35]4[CH:40]=[CH:39][C:38]([F:41])=[CH:37][CH:36]=4)=[CH:33][N:32]=[C:31]4[NH:42][CH:43]=[CH:44][C:30]=34)[CH2:27][CH2:28]2)=[O:22])=[CH:4][CH:3]=1. Reported procedure: (S)-tert-Butyl 2-(4-chlorophenyl)-3-(4-(5-(4-fluorophenyl)-1H-pyrrolo[2,3-b]pyridin-4-yl)piperazin-1-yl)-3-oxopropyl(isopropyl)carbamate (30 mg, 0.048 mmol) in TFA (3 mL) was stirred for 30 minutes and then concentrated to dryness. The resulting residue was dissolved in minimal DCM (0.2 mL) and added to 2N HCl in ether. The resulting solid was filtered and dried under nitrogen to yield (S)-2-(4-chlorophenyl)-1-(4-(5-(4-fluorophenyl)-1H-pyrrolo[2,3-b]pyridin-4-yl)piperazin-1-yl)-3-(isopropylamino... Reactants: Example 1 ( 4 ), C(C)C=1OC(=CC1COC1=CC=C(C(=O)O)C=C1)C1=CC=C(C=C1)C(F)(F)F (4-({2-ethyl-5-[4-(trifluoromethyl)phenyl]-3-furyl}methoxy)benzoic acid), CNCCC(=O)OCC (ethyl 3-(methylamino)propanoate). Product: C(C)C=1OC(=CC1COC1=CC=C(C(=O)N(CCC(=O)O)C)C=C1)C1=CC=C(C=C1)C(F)(F)F (3-{[4-({2-ethyl-5-[4-(trifluoromethyl)phenyl]-3-furyl}methoxy)benzoyl](methyl)amino}propanoic acid). The yield is 89.8%. Reaction SMILES: [CH2:1]([C:3]1[O:4][C:5]([C:19]2[CH:24]=[CH:23][C:22]([C:25]([F:28])([F:27])[F:26])=[CH:21][CH:20]=2)=[CH:6][C:7]=1[CH2:8][O:9][C:10]1[CH:18]=[CH:17][C:13]([C:14](O)=[O:15])=[CH:12][CH:11]=1)[CH3:2].[CH3:29][NH:30][CH2:31][CH2:32][C:33]([O:35]CC)=[O:34]>>[CH2:1]([C:3]1[O:4][C:5]([C:19]2[CH:20]=[CH:21][C:22]([C:25]([F:28])([F:26])[F:27])=[CH:23][CH:24]=2)=[CH:6][C:7]=1[CH2:8][O:9][C:10]1[CH:11]=[CH:12][C:13]([C:14]([N:30]([CH3:29])[CH2:31][CH2:32][C:33]([OH:35])=[O:34])=[O:15])=[CH:17][CH:18]=1)[CH3:2]. Reported procedure: An operation similar to that in Example 1 (4) was performed using 4-({2-ethyl-5-[4-(trifluoromethyl)phenyl]-3-furyl}methoxy)benzoic acid (117 mg) as well as ethyl 3-(methylamino)propanoate (47 mg) to give the title compound (128 mg, 90%) as an oil. Starting materials: CCO, Cl, O=[N+]([O-])c1cccnc1-n1cccn1, O, Cl[Sn]Cl. Yields the product Nc1cccnc1-n1cccn1. Reaction SMILES: [CH3:20][CH2:21][OH:22].[ClH:19].[N+:1]([O-:2])(=[O:3])[c:4]1[c:5](-[n:10]2[n:11][cH:12][cH:13][cH:14]2)[n:6][cH:7][cH:8][cH:9]1.[OH2:18].[Sn:15]([Cl:16])[Cl:17]>>[NH2:1][c:4]1[c:5](-[n:10]2[n:11][cH:12][cH:13][cH:14]2)[n:6][cH:7][cH:8][cH:9]1. Starting materials: O(S(=O)(=O)C(F)(F)F)[Si](C)(C)C (Trimethylsilyl triflate), [OH-].[Na+] (sodium hydroxide), CN(C1(CC(C(CC1)=O)F)C1=CC=CC=C1)C (4-dimethylamino-2-fluoro-4-phenylcyclohexanone), C=1C=CC2=C(C1)C(=CN2)CCO (tryptophol). The solvent is ClCCl (dichloromethane), ClCCl (dichloromethane). Reaction conditions: time 5 hour. Product: FC1CC(CCC12OCCC1=C2NC2=CC=C(C=C12)F)(N(C)C)C1=CC=CC=C1 (2,6′-Difluoro-N,N-dimethyl-4-phenyl-4′,9′-dihydro-3′H-spiro[cyclohexane-1,1′-pyrano[3,4-b]indole]-4-amine). RXN SMILES: [CH3:1][N:2]([CH3:17])[C:3]1([C:11]2[CH:16]=[CH:15][CH:14]=[CH:13][CH:12]=2)[CH2:8][CH2:7][C:6](=[O:9])[CH:5]([F:10])[CH2:4]1.[CH:18]1[CH:19]=[CH:20][C:21]2[NH:26][CH:25]=[C:24]([CH2:27][CH2:28]O)[C:22]=2[CH:23]=1.O([Si](C)(C)C)S(C(F)(F)[F:35])(=O)=O.[OH-].[Na+]>ClCCl>[F:10][CH:5]1[C:6]2([C:25]3[NH:26][C:21]4[C:22]([C:24]=3[CH2:27][CH2:28][O:9]2)=[CH:23][C:18]([F:35])=[CH:19][CH:20]=4)[CH2:7][CH2:8][C:3]([C:11]2[CH:16]=[CH:15][CH:14]=[CH:13][CH:12]=2)([N:2]([CH3:17])[CH3:1])[CH2:4]1 |f:3.4|. Reported procedure: The more polar 4-dimethylamino-2-fluoro-4-phenylcyclohexanone (950 mg, 4.04 mmol) together with tryptophol (723 mg, 4.04 mmol) was dissolved in absolute dichloromethane (45 ml) at 0° C. (inside temperature). Trimethylsilyl triflate (987 mg, 4.44 mmol, 0.81 ml, 1.225 g/ml) was then added quickly in drops to absolute dichloromethane (10 ml). The reaction mixture immediately changed colour from yellow to red-brown. The reaction mixture was stirred for 5 h at room temperature and became cloudy durin... Reactants: COC=1C=C(CN2C(C(CC2)(CC2=CC=C(C=C2)F)CCCN2CCC(CC2)NC2=NC3=C(N2CCOCC)C=CC=C3)=O)C=C(C1OC)OC (1-(3,4,5-trimethoxybenzyl)-3-(3-(4-(1-(2-ethoxyethyl)-1H-benzimidazol-2-yl-amino)piperidin-1-yl)propyl)-3-(4-fluorophenylmethyl)-2-oxopyrrolidine), C(C)(=O)OCC (ethyl acetate), CS(=O)(=O)O (methanesulfonic acid). Run in C(C)OCC (diethyl ether). Conditions: time 1 hour. Product: CS(=O)(=O)O.COC=1C=C(CN2C(C(CC2)(CC2=CC=C(C=C2)F)CCCN2CCC(CC2)NC2=NC3=C(N2CCOCC)C=CC=C3)=O)C=C(C1OC)OC (1-(3,4,5-trimethoxybenzyl)-3-(3-(4-(1-(2-ethoxyethyl)-1H-benzimidazol-2-yl-amino)piperidin-1-yl)propyl)-3-(4-fluorophenylmethyl)-2-oxopyrrolidine Methanesulfonic Acid Salt). Reaction SMILES: [CH3:1][O:2][C:3]1[CH:4]=[C:5]([CH:45]=[C:46]([O:50][CH3:51])[C:47]=1[O:48][CH3:49])[CH2:6][N:7]1[CH2:11][CH2:10][C:9]([CH2:20][CH2:21][CH2:22][N:23]2[CH2:28][CH2:27][CH:26]([NH:29][C:30]3[N:34]([CH2:35][CH2:36][O:37][CH2:38][CH3:39])[C:33]4[CH:40]=[CH:41][CH:42]=[CH:43][C:32]=4[N:31]=3)[CH2:25][CH2:24]2)([CH2:12][C:13]2[CH:18]=[CH:17][C:16]([F:19])=[CH:15][CH:14]=2)[C:8]1=[O:44].C(OCC)(=O)C.[CH3:58][S:59]([OH:62])(=[O:61])=[O:60]>C(OCC)C>[CH3:58][S:59]([OH:62])(=[O:61])=[O:60].[CH3:1][O:2][C:3]1[CH:4]=[C:5]([CH:45]=[C:46]([O:50][CH3:51])[C:47]=1[O:48][CH3:49])[CH2:6][N:7]1[CH2:11][CH2:10][C:9]([CH2:20][CH2:21][CH2:22][N:23]2[CH2:28][CH2:27][CH:26]([NH:29][C:30]3[N:34]([CH2:35][CH2:36][O:37][CH2:38][CH3:39])[C:33]4[CH:40]=[CH:41][CH:42]=[CH:43][C:32]=4[N:31]=3)[CH2:25][CH2:24]2)([CH2:12][C:13]2[CH:18]=[CH:17][C:16]([F:19])=[CH:15][CH:14]=2)[C:8]1=[O:44] |f:4.5|. Reported procedure: Combine 1-(3,4,5-trimethoxybenzyl)-3-(3-(4-(1-(2-ethoxyethyl)-1H-benzimidazol-2-yl-amino)piperidin-1-yl)propyl)-3-(4-fluorophenylmethyl)-2-oxopyrrolidine (0.91 g, 1.28 mmol) and ethyl acetate (15 mL). Add methanesulfonic acid (0.25 g, 2.57 mmol) and heat to reflux. After 1 hour, cool to ambient temperature and stir. After 12 hours, add diethyl ether and decant the solvent. Repeatedly, add diethyl ether and decant to give a solid. Collect the solid by filtration and dry in vacuo to give the title...